This data is from the Open Reaction Database (ORD), a public repository of structured organic reaction records. The task is: describe an organic reaction: reactants, conditions, products, and yield Starting materials: CCCCOc1cc(C=CC(=O)O)cc(OCCCC)c1O, CC#N, C(=NC1CCCCC1)=NC1CCCCC1, CC(C)(C)c1cc(CCN)cc(C(C)(C)C)c1O, On1nnc2ccccc21. Yields the product CCCCOc1cc(C=CC(=O)NCCc2cc(C(C)(C)C)c(O)c(C(C)(C)C)c2)cc(OCCCC)c1O. As a reaction SMILES: [CH2:1]([CH2:2][CH2:3][CH3:4])[O:5][c:6]1[cH:7][c:8]([CH:18]=[CH:19][C:20](=[O:21])[OH:22])[cH:9][c:10]([O:13][CH2:14][CH2:15][CH2:16][CH3:17])[c:11]1[OH:12].[CH3:66][C:67]#[N:68].[CH:51]1([N:52]=[C:53]=[N:54][CH:55]2[CH2:56][CH2:57][CH2:58][CH2:59][CH2:60]2)[CH2:61][CH2:62][CH2:63][CH2:64][CH2:65]1.[NH2:23][CH2:24][CH2:25][c:26]1[cH:27][c:28]([C:37]([CH3:38])([CH3:39])[CH3:40])[c:29]([OH:36])[c:30]([C:32]([CH3:33])([CH3:34])[CH3:35])[cH:31]1.[OH:41][n:42]1[c:43]2[c:44]([cH:45][cH:46][cH:47][cH:48]2)[n:49][n:50]1>>[CH2:1]([CH2:2][CH2:3][CH3:4])[O:5][c:6]1[cH:7][c:8]([CH:18]=[CH:19][C:20](=[O:22])[NH:23][CH2:24][CH2:25][c:26]2[cH:27][c:28]([C:37]([CH3:38])([CH3:39])[CH3:40])[c:29]([OH:36])[c:30]([C:32]([CH3:33])([CH3:34])[CH3:35])[cH:31]2)[cH:9][c:10]([O:13][CH2:14][CH2:15][CH2:16][CH3:17])[c:11]1[OH:12]. Reactants: CCOC(C)=O, COc1cc(Oc2ccc([N+](=O)[O-])cc2)ccn1. As a reaction SMILES: [CH3:19][CH2:20][O:21][C:22]([CH3:23])=[O:24].[CH3:1][O:2][c:3]1[n:4][cH:5][cH:6][c:7]([O:9][c:10]2[cH:11][cH:12][c:13]([N+:16]([O-:17])=[O:18])[cH:14][cH:15]2)[cH:8]1>>[CH3:1][O:2][c:3]1[n:4][cH:5][cH:6][c:7]([O:9][c:10]2[cH:11][cH:12][c:13]([NH2:16])[cH:14][cH:15]2)[cH:8]1. The product is COc1cc(Oc2ccc(N)cc2)ccn1.